This data is from the Open Reaction Database (ORD), a public repository of structured organic reaction records. The task is: describe an organic reaction: reactants, conditions, products, and yield Starting materials: oxalate salt, CN1CCC2(CC1)COC1=CC=3CCNC3C=C12 (1'-methyl-2,3,6,7-tetrahydrospiro[furo[2,3-f]indole-3,4'-piperidine]), CN(C1=NC(=NO1)C1=CC(=C(C=C1)C1=CC=C(C=C1)C(=O)O)C)C (4'-(5-dimethylamino-1,2,4-oxadiazol-3-yl)-2'-methylbiphenyl-4-carboxylic acid), Example 1. Yields the product CN(C1=NC(=NO1)C1=CC(=C(C=C1)C1=CC=C(C=C1)C(=O)N1CCC=2C=C3C(=CC12)C1(CCN(CC1)C)CO3)C)C (5-(4'-(5-Dimethylamino-1,2,4-oxadiazol-3-yl)-2'-methylbiphenyl-4-carbonyl)-1'-methyl-2,3,6,7-tetrahydrospiro[furo[2,3-f]indole-3,4'-piperidine]). RXN SMILES: [CH3:1][N:2]1[CH2:7][CH2:6][C:5]2([C:18]3[C:10](=[CH:11][C:12]4[CH2:13][CH2:14][NH:15][C:16]=4[CH:17]=3)[O:9][CH2:8]2)[CH2:4][CH2:3]1.[CH3:19][N:20]([CH3:42])[C:21]1[O:25][N:24]=[C:23]([C:26]2[CH:31]=[CH:30][C:29]([C:32]3[CH:37]=[CH:36][C:35]([C:38](O)=[O:39])=[CH:34][CH:33]=3)=[C:28]([CH3:41])[CH:27]=2)[N:22]=1>>[CH3:19][N:20]([CH3:42])[C:21]1[O:25][N:24]=[C:23]([C:26]2[CH:31]=[CH:30][C:29]([C:32]3[CH:37]=[CH:36][C:35]([C:38]([N:15]4[C:16]5[CH:17]=[C:18]6[C:5]7([CH2:8][O:9][C:10]6=[CH:11][C:12]=5[CH2:13][CH2:14]4)[CH2:4][CH2:3][N:2]([CH3:1])[CH2:7][CH2:6]7)=[O:39])=[CH:34][CH:33]=3)=[C:28]([CH3:41])[CH:27]=2)[N:22]=1. Procedure details: The title compound was prepared from 1'-methyl-2,3,6,7-tetrahydrospiro [furo[2,3-f]indole-3,4'-piperidine] (D8) and 4'-(5-dimethylamino-1,2,4-oxadiazol-3-yl)-2'-methylbiphenyl-4-carboxylic acid (D14) using a procedure similar to that of Example 1 (18%). This was converted to the oxalate salt, which precipitated from acetone/ether as a white solid. Starting materials: B, C1CCOC1, C=Cc1ccc2c(OC)c(OC)c(OC)cc2c1, [Na+], [OH-], O, OO. Yields the product COc1cc2cc(CCO)ccc2c(OC)c1OC. Reaction SMILES: [BH3:19].[CH2:24]1[O:25][CH2:26][CH2:27][CH2:28]1.[CH3:1][O:2][c:3]1[c:4]2[cH:5][cH:6][c:7]([CH:17]=[CH2:18])[cH:8][c:9]2[cH:10][c:11]([O:15][CH3:16])[c:12]1[O:13][CH3:14].[Na+:21].[OH-:20].[OH2:29].[OH:22][OH:23]>>[CH3:1][O:2][c:3]1[c:4]2[cH:5][cH:6][c:7]([CH2:17][CH2:18][OH:20])[cH:8][c:9]2[cH:10][c:11]([O:15][CH3:16])[c:12]1[O:13][CH3:14]. Reactants: N(=O)OCCC(C)C (isoamyl nitrite), NC1=NC(=C(C(=C1C#N)C1=CC2=C(OCO2)C=C1)C#N)OCC1=CC=CC=C1 (2-amino-4-(1,3-benzodioxol-5-yl)-6-benzyloxy-3,5-pyridinedicarbonitrile), Cl (hydrochloric acid). The reagents and catalysts are [Cu]Cl (copper(I) chloride). The solvent is C(C)#N (acetonitrile). Conditions: temperature 40 celsius, time 16 hour. Product: ClC1=NC(=C(C(=C1C#N)C1=CC2=C(OCO2)C=C1)C#N)OCC1=CC=CC=C1 (2-Chloro-4-(1,3-benzodioxol-5-yl)-6-benzyloxy-3,5-pyridinedicarbonitrile). As a reaction SMILES: N[C:2]1[C:7]([C:8]#[N:9])=[C:6]([C:10]2[CH:18]=[CH:17][C:13]3[O:14][CH2:15][O:16][C:12]=3[CH:11]=2)[C:5]([C:19]#[N:20])=[C:4]([O:21][CH2:22][C:23]2[CH:28]=[CH:27][CH:26]=[CH:25][CH:24]=2)[N:3]=1.N(OCCC(C)C)=O.[ClH:37]>C(#N)C.[Cu]Cl>[Cl:37][C:2]1[C:7]([C:8]#[N:9])=[C:6]([C:10]2[CH:18]=[CH:17][C:13]3[O:14][CH2:15][O:16][C:12]=3[CH:11]=2)[C:5]([C:19]#[N:20])=[C:4]([O:21][CH2:22][C:23]2[CH:28]=[CH:27][CH:26]=[CH:25][CH:24]=2)[N:3]=1. Reported procedure: 400 mg (1.08 mmol) of 2-amino-4-(1,3-benzodioxol-5-yl)-6-benzyloxy-3,5-pyridinedicarbonitrile (example 1) are dissolved in 10 ml of acetonitrile. 759 mg (0.87 ml, 6.48 mmol) of isoamyl nitrite and 871 mg (6.48 mmol) of copper(I) chloride are then added, and the mixture is stirred at 40° C. for about 16 h. The reaction solution is then diluted with 1N hydrochloric acid and extracted three times with in each case 50 ml of dichloromethane. The combined organic phases are dried with sodium sulfate a... The reactants are ClC=1C=C(C=CC1)C1=CC(=NC2=CC=C(C=C12)C(O)(C=1SC=CN1)C1=CN=CN1C)OC (4-(3-chlorophenyl)-2-methoxy-α-(1-methyl-1H-imidazol-5-yl)-α-(2-thiazolyl)-6-quinolinemethanol), [NH4+].[OH-] (NH4OH). Run in Cl (HCl), C1CCOC1 (THF). Product: ClC=1C=C(C=CC1)C1=CC(NC2=CC=C(C=C12)C(C=1SC=CN1)(C1=CN=CN1C)O)=O (4-(3-chlorophenyl)-6-[hydroxy(1-methyl-1H-imidazol-5-yl)-2-thiazolylmethyl]-2(1H)-quinolinone). Yield: 102.8%. RXN SMILES: [Cl:1][C:2]1[CH:3]=[C:4]([C:8]2[C:17]3[C:12](=[CH:13][CH:14]=[C:15]([C:18]([C:25]4[N:29]([CH3:30])[CH:28]=[N:27][CH:26]=4)([C:20]4[S:21][CH:22]=[CH:23][N:24]=4)[OH:19])[CH:16]=3)[N:11]=[C:10]([O:31]C)[CH:9]=2)[CH:5]=[CH:6][CH:7]=1.[NH4+].[OH-]>Cl.C1COCC1>[Cl:1][C:2]1[CH:3]=[C:4]([C:8]2[C:17]3[C:12](=[CH:13][CH:14]=[C:15]([C:18]([OH:19])([C:25]4[N:29]([CH3:30])[CH:28]=[N:27][CH:26]=4)[C:20]4[S:21][CH:22]=[CH:23][N:24]=4)[CH:16]=3)[NH:11][C:10](=[O:31])[CH:9]=2)[CH:5]=[CH:6][CH:7]=1 |f:1.2|. Procedure details: A mixture of intermediate (10)(0.0065 mol) in HCl 3N (100 ml) and THF (100 ml) was stirred and refluxed for 6 hours. The mixture was poured out on ice, alkalized with a concentrated NH4OH solution and extracted with DCM. The organic layer was separated, dried (MgSO4), filtered and the solvent was evaporated till dryness, yielding 3 g (>100%) of 4-(3-chlorophenyl)-6-[hydroxy(1-methyl-1H-imidazol-5-yl)-2-thiazolylmethyl]-2(1H)-quinolinone (intermediate 11). Starting materials: C(C)(C)(C)O[C@H](CO)C=1C(=C2C=CC(=NC2=CC1C)NN)C1=CC=C(C=C1)Cl ((S)-2-tert-butoxy-2-(5-(4-chlorophenyl)-2-hydrazinyl-7-methylquinolin-6-yl)ethanol), C(OCC)(OCC)OCC (triethyl orthoformate). The solvent is C(CCC)O (butanol), C(C)(=O)OCC (ethyl acetate). Conditions: temperature 100 celsius. Product: C(C)(C)(C)O[C@H](CO)C=1C(=C2C=CC=3N(C2=CC1C)C=NN3)C3=CC=C(C=C3)Cl ((S)-2-tert-butoxy-2-(6-(4-chlorophenyl)-8-methyl-[1,2,4]triazolo[4,3-a]quinolin-7-yl)ethanol). RXN SMILES: [C:1]([O:5][C@@H:6]([C:9]1[C:10]([C:22]2[CH:27]=[CH:26][C:25]([Cl:28])=[CH:24][CH:23]=2)=[C:11]2[C:16](=[CH:17][C:18]=1[CH3:19])[N:15]=[C:14]([NH:20][NH2:21])[CH:13]=[CH:12]2)[CH2:7][OH:8])([CH3:4])([CH3:3])[CH3:2].[CH:29](OCC)(OCC)OCC>C(O)CCC.C(OCC)(=O)C>[C:1]([O:5][C@@H:6]([C:9]1[C:10]([C:22]2[CH:27]=[CH:26][C:25]([Cl:28])=[CH:24][CH:23]=2)=[C:11]2[C:16](=[CH:17][C:18]=1[CH3:19])[N:15]1[CH:29]=[N:21][N:20]=[C:14]1[CH:13]=[CH:12]2)[CH2:7][OH:8])([CH3:4])([CH3:2])[CH3:3]. Procedure: The mixture of (S)-2-tert-butoxy-2-(5-(4-chlorophenyl)-2-hydrazinyl-7-methylquinolin-6-yl)ethanol and triethyl orthoformate (0.5 mL) in butanol (5 mL) was heated at 100° C. for 12 hours. The solution was diluted with ethyl acetate, and was washed with 1.0 N sodium hydroxide solution and brine, and dried with sodium sulfate. Concentration and purification by flash column chromatography (hexanes/EtOAc) gave (S)-2-tert-butoxy-2-(6-(4-chlorophenyl)-8-methyl-[1,2,4]triazolo[4,3-a]quinolin-7-yl)ethano... The reactants are C(C)(C)(C)OC(=O)CON=C(C(=O)NC1[C@@H]2N(C(=C(CS2)OC)C(=O)OCC2=CC=C(C=C2)[N+](=O)[O-])C1=O)C=1N=CSC1 (4-Nitrobenzyl 7-[2-t-butoxycarbonylmethoxyimino-2-(4-thiazolyl)acetamido]-3-methoxy-3-cephem-4-carboxylate). The reagents and catalysts are [Pd] (palladium on carbon). Run in CO (methanol), O1CCCC1 (tetrahydrofuran), C(C)(=O)O (acetic acid). The product is C(C)(C)(C)OC(=O)CON=C(C(=O)NC1[C@@H]2N(C(=C(CS2)OC)C(=O)O)C1=O)C=1N=CSC1 (7-[2-t-butoxycarbonylmethoxyimino-2-(4-thiazolyl)acetamido]-3-methoxy-3-cephem-4-carboxylic acid). Yield: 74.9%. As a reaction SMILES: [C:1]([O:5][C:6]([CH2:8][O:9][N:10]=[C:11]([C:39]1[N:40]=[CH:41][S:42][CH:43]=1)[C:12]([NH:14][CH:15]1[C:37](=[O:38])[N:17]2[C:18]([C:24]([O:26]CC3C=CC([N+]([O-])=O)=CC=3)=[O:25])=[C:19]([O:22][CH3:23])[CH2:20][S:21][C@H:16]12)=[O:13])=[O:7])([CH3:4])([CH3:3])[CH3:2]>CO.O1CCCC1.C(O)(=O)C.[Pd]>[C:1]([O:5][C:6]([CH2:8][O:9][N:10]=[C:11]([C:39]1[N:40]=[CH:41][S:42][CH:43]=1)[C:12]([NH:14][CH:15]1[C:37](=[O:38])[N:17]2[C:18]([C:24]([OH:26])=[O:25])=[C:19]([O:22][CH3:23])[CH2:20][S:21][C@H:16]12)=[O:13])=[O:7])([CH3:4])([CH3:2])[CH3:3]. Reported procedure: 4-Nitrobenzyl 7-[2-t-butoxycarbonylmethoxyimino-2-(4-thiazolyl)acetamido]-3-methoxy-3-cephem-4-carboxylate (syn isomer) (2.9 g) was dissolved in a mixed solution of methanol (50 ml), tetrahydrofuran (30 ml) and glacial acetic acid (0.5 ml). After adding 10% palladium on carbon (1.5 g) to the solution, the mixture was subjected to catalytic reduction at ambient temperature under atmospheric pressure. The catalyst was filtered off and the filtrate was concentrated under reduced pressure. Water and...